Dataset: the Open Reaction Database (ORD), a public repository of structured organic reaction records. Task: describe an organic reaction: reactants, conditions, products, and yield The reactants are C(C)(C)(C)OC(=O)NC(C(=O)O)C(=O)O (t-butoxycarbonylaminomalonic acid), CN1CCOCC1 (N-methylmorpholine), C(CC1=CC=CC=C1)N (phenethylamine), ClCCl (dichloromethane). Run in C(C)(=O)OCC.CCCCCC (ethyl acetate hexane). Conditions: time 18 hour. Product: C(CC1=CC=CC=C1)NC(C(C(=O)NCCC1=CC=CC=C1)NC(=O)OC(C)(C)C)=O (N,N′-diphenethyl-2-(t-butoxycarbonylamino)malonamide). Reaction SMILES: [C:1]([O:5][C:6]([NH:8][CH:9]([C:13]([OH:15])=O)[C:10]([OH:12])=O)=[O:7])([CH3:4])([CH3:3])[CH3:2].[CH2:16]([NH2:24])[CH2:17][C:18]1[CH:23]=[CH:22][CH:21]=[CH:20][CH:19]=1.ClCCl.C[N:29]1[CH2:34][CH2:33]OCC1>C(OCC)(=O)C.CCCCCC>[CH2:16]([NH:24][C:13](=[O:15])[CH:9]([NH:8][C:6]([O:5][C:1]([CH3:2])([CH3:3])[CH3:4])=[O:7])[C:10]([NH:29][CH2:34][CH2:33][C:18]1[CH:23]=[CH:22][CH:21]=[CH:20][CH:19]=1)=[O:12])[CH2:17][C:18]1[CH:23]=[CH:22][CH:21]=[CH:20][CH:19]=1 |f:4.5|. Reported procedure: Combine t-butoxycarbonylaminomalonic acid (0.465 g, 2.12 mmol), phenethylamine (0.715 mL, 5.70 mmol), and dichloromethane (25 mL). Add N-methylmorpholine (0.752 mL, 6.85 mmol). Cool in an ice bath. Add benzotriazol-1-yloxy-tris(pyrrolidino)phosphonium hexafluorophosphate complex (3.15 g, 6.85 mmol). Remove the ice bath and allow to warm to ambient temperature. After 18 hours, dilute the reaction mixture with ethyl acetate, extract with an aqueous 5% sulfuric acid solution, a saturated sodium bic... Starting materials: ClC1=NC2=CC=CC=C2N=C1 (2-Chloroquinoxaline), [SH-].[Na+] (sodium hydrosulphide). Solvent: CN(C=O)C (dimethylformamide). Reaction conditions: temperature 100 celsius, time 3 hour. Product: SC1=NC2=CC=CC=C2N=C1 (2-mercaptoquinoxaline). Isolated yield 157.3%. Reaction SMILES: Cl[C:2]1[CH:11]=[N:10][C:9]2[C:4](=[CH:5][CH:6]=[CH:7][CH:8]=2)[N:3]=1.[SH-:12].[Na+]>CN(C)C=O>[SH:12][C:2]1[CH:11]=[N:10][C:9]2[C:4](=[CH:5][CH:6]=[CH:7][CH:8]=2)[N:3]=1 |f:1.2|. Reported procedure: 2-Chloroquinoxaline (2 g) and sodium hydrosulphide (1.23 g) were stirred together in 25 ml of dimethylformamide and heated to 100° C. After 3 hours the reaction mixture was allowed to cool and then partitioned between 70 ml of water and 30 ml of ethyl acetate. The organic layer was separated and the aqueous layer extracted twice with 20 ml of ethyl acetate. The combined organic extracts were washed with sodium chloride solution, dried over anhydrous magnesium sulphate, filtered and the solvent r...